This data is from the Open Reaction Database (ORD), a public repository of structured organic reaction records. The task is: describe an organic reaction: reactants, conditions, products, and yield Reactants: S(O)(O)(=O)=O (sulfuric acid), CNC1=CC=CC(=N1)CCOC=1C=C(OCC(CCC(=O)OCC)=O)C=CC1 (ethyl 5-(3-{2-[6-(methylamino)(2-pyridyl)]ethoxy}phenoxy)-4-oxopentanoate), C(O)([O-])=O.[Na+] (sodium hydrogencarbonate). Reaction conditions: time 15 minute. The product is CNC1=CC=CC(=N1)CCOC=1C=CC2=C(OC=C2CCC(=O)OCC)C1 (Ethyl 3-(6-{2-[6-(methylamino)-2-pyridyl]ethoxy}benzo[b]furan-3-yl)propanoate). Yield: 56.5%. As a reaction SMILES: S(=O)(=O)(O)O.[CH3:6][NH:7][C:8]1[N:13]=[C:12]([CH2:14][CH2:15][O:16][C:17]2[CH:18]=[C:19]([CH:31]=[CH:32][CH:33]=2)[O:20][CH2:21][C:22](=O)[CH2:23][CH2:24][C:25]([O:27][CH2:28][CH3:29])=[O:26])[CH:11]=[CH:10][CH:9]=1.C(=O)([O-])O.[Na+]>>[CH3:6][NH:7][C:8]1[N:13]=[C:12]([CH2:14][CH2:15][O:16][C:17]2[CH:33]=[CH:32][C:31]3[C:22]([CH2:23][CH2:24][C:25]([O:27][CH2:28][CH3:29])=[O:26])=[CH:21][O:20][C:19]=3[CH:18]=2)[CH:11]=[CH:10][CH:9]=1 |f:2.3|. Procedure: Concentrated sulfuric acid (3ml) was cooled in an ice-water bath to 0° C. and added to a flask containing ethyl 5-(3-{2-[6-(methylamino)(2-pyridyl)]ethoxy}phenoxy)-4-oxopentanoate (190 mg, 0.5 mmol) at 0° C. The reaction was stirred 15 minutes and then poured over ice. The solution was neutralized with solid sodium hydrogencarbonate (pH=7) and the product was extracted with ethyl acetate. The organic layer was dried, filtered and evaporated under vacuum to yield 104 mg (57%) of Ethyl 3-(6-{2-[6-... Reactants: CCO, [Na+], [OH-], COc1cnc2c(c1)c(-c1cn[nH]c1)cn2S(=O)(=O)c1ccccc1. Product: COc1cnc2[nH]cc(-c3cn[nH]c3)c2c1. Reaction SMILES: [CH3:28][CH2:29][OH:30].[Na+:27].[OH-:26].[c:1]1([S:2](=[O:3])(=[O:4])[n:10]2[cH:11][c:12](-[c:21]3[cH:22][n:23][nH:24][cH:25]3)[c:13]3[c:14]2[n:15][cH:16][c:17]([O:19][CH3:20])[cH:18]3)[cH:5][cH:6][cH:7][cH:8][cH:9]1>>[nH:10]1[cH:11][c:12](-[c:21]2[cH:22][nH:23][n:24][cH:25]2)[c:13]2[c:14]1[n:15][cH:16][c:17]([O:19][CH3:20])[cH:18]2. The reactants are NN (Hydrazine), N1(CCOCC1)CCCCCC1=C2C(C(=O)NC2=O)=CC=C1 (5-morpholinylpentylphthalimide). Run in CO (methanol). Product: N1(CCOCC1)CCCCCN (5-morpholinylpentylamine). As a reaction SMILES: [NH2:1]N.[N:3]1([CH2:9][CH2:10][CH2:11][CH2:12][CH2:13]C2C=CC=C3C(NC(=O)C=23)=O)[CH2:8][CH2:7][O:6][CH2:5][CH2:4]1>CO>[N:3]1([CH2:9][CH2:10][CH2:11][CH2:12][CH2:13][NH2:1])[CH2:4][CH2:5][O:6][CH2:7][CH2:8]1. Procedure: Hydrazine (aqueous solution at 35% by wt.) (0.15 ml; 1.6 mmoles) was added to 5-morpholinylpentylphthalimide (242 mg; 0.8 mmoles) in methanol (5 ml) and the resulting solution was refluxed. Reaction times and process as per Example 1. The reactants are C(C)(C)(C)OC(=O)N1CCC2=C(CC1)C(=C(C=C2)Cl)C=CCCCNC(=O)C2CCCC2 (3-tert-butoxycarbonyl-7-chloro-6-[5-(cyclopentanecarbonyl-amino)-pent-1-enyl]-2,3,4,5-tetrahydro-1H-benzo[d]azepine), [H][H] (hydrogen). The reagents and catalysts are [Pd] (Pd/C). Run in CCOC(=O)C (EtOAc). The product is C(C)(C)(C)OC(=O)N1CCC2=C(CC1)C(=C(C=C2)Cl)CCCCCNC(=O)C2CCCC2 (3-tert-Butoxycarbonyl-7-chloro-6-[5-(cyclopentanecarbonyl-amino)-pentyl]-2,3,4,5-tetrahydro-1H-benzo[d]azepine). Reaction SMILES: [C:1]([O:5][C:6]([N:8]1[CH2:14][CH2:13][C:12]2[C:15]([CH:20]=[CH:21][CH2:22][CH2:23][CH2:24][NH:25][C:26]([CH:28]3[CH2:32][CH2:31][CH2:30][CH2:29]3)=[O:27])=[C:16]([Cl:19])[CH:17]=[CH:18][C:11]=2[CH2:10][CH2:9]1)=[O:7])([CH3:4])([CH3:3])[CH3:2].[H][H]>CCOC(C)=O.[Pd]>[C:1]([O:5][C:6]([N:8]1[CH2:14][CH2:13][C:12]2[C:15]([CH2:20][CH2:21][CH2:22][CH2:23][CH2:24][NH:25][C:26]([CH:28]3[CH2:29][CH2:30][CH2:31][CH2:32]3)=[O:27])=[C:16]([Cl:19])[CH:17]=[CH:18][C:11]=2[CH2:10][CH2:9]1)=[O:7])([CH3:4])([CH3:2])[CH3:3]. Procedure details: Dissolve 3-tert-butoxycarbonyl-7-chloro-6-[5-(cyclopentanecarbonyl-amino)-pent-1-enyl]-2,3,4,5-tetrahydro-1H-benzo[d]azepine as obtained in the previous step in EtOAc (20 mL) and add 10% Pd/C (Degussa type, 200 mg). Then apply a pressure of 70 psi of hydrogen while shaken vigorously. Filter the crude mixture through a short pad of Celite® and concentrate in vacuo. Purify the resulting material by preparative HPLC to obtain the desired intermediate as a clear oil (311 mg, 87% for the two previous...